Dataset: the Open Reaction Database (ORD), a public repository of structured organic reaction records. Task: describe an organic reaction: reactants, conditions, products, and yield The reactants are CC(=O)[O-], CN(C)C=O, CC(C)COC(=O)C(Cl)=C(Cl)C(=O)OCC(C)C, [NH4+]. Yields the product CC(C)COC(=O)C(N)=C(Cl)C(=O)OCC(C)C. As a reaction SMILES: [CH3:20][C:21](=[O:22])[O-:23].[CH3:24][N:25]([CH3:26])[CH:27]=[O:28].[Cl:1][C:2](=[C:3]([C:4](=[O:5])[O:6][CH2:7][CH:8]([CH3:9])[CH3:10])[Cl:11])[C:12](=[O:13])[O:14][CH2:15][CH:16]([CH3:17])[CH3:18].[NH4+:19]>>[Cl:1][C:2](=[C:3]([C:4](=[O:5])[O:6][CH2:7][CH:8]([CH3:9])[CH3:10])[NH2:19])[C:12](=[O:13])[O:14][CH2:15][CH:16]([CH3:17])[CH3:18]. Reactants: CC(C)Cn1c(CN(C(=O)[O-])C(C)(C)C)c(-c2cccs2)c2cc(C#N)ccc2c1=O, CCOC(C)=O, Cl. Product: Cl, CC(C)Cn1c(CN)c(-c2cccs2)c2cc(C#N)ccc2c1=O. RXN SMILES: [C:1]([N:5]([C:2](=[O:3])[O-:4])[CH2:9][c:10]1[n:11]([CH2:28][CH:29]([CH3:30])[CH3:31])[c:12](=[O:27])[c:13]2[cH:14][cH:15][c:16]([C:25]#[N:26])[cH:17][c:18]2[c:19]1-[c:20]1[s:21][cH:22][cH:23][cH:24]1)([CH3:6])([CH3:7])[CH3:8].[CH3:33][CH2:34][O:35][C:36](=[O:37])[CH3:38].[ClH:32]>>[ClH:32].[NH2:5][CH2:9][c:10]1[n:11]([CH2:28][CH:29]([CH3:30])[CH3:31])[c:12](=[O:27])[c:13]2[cH:14][cH:15][c:16]([C:25]#[N:26])[cH:17][c:18]2[c:19]1-[c:20]1[s:21][cH:22][cH:23][cH:24]1. Starting materials: ClC1=C(C(=O)O)C=C(C=C1)O (2-chloro-5-hydroxybenzoic acid), S(O)(O)(=O)=O (sulphuric acid), CCO (EtOH). Product: C(C)OC(C1=C(C=CC(=C1)O)Cl)=O (2-chloro-5-hydroxy-benzoic acid ethyl ester). Reaction SMILES: [Cl:1][C:2]1[CH:10]=[CH:9][C:8]([OH:11])=[CH:7][C:3]=1[C:4]([OH:6])=[O:5].S(=O)(=O)(O)O.[CH3:17][CH2:18]O>>[CH2:17]([O:5][C:4](=[O:6])[C:3]1[CH:7]=[C:8]([OH:11])[CH:9]=[CH:10][C:2]=1[Cl:1])[CH3:18]. Procedure: To a mixture of commercially available 2-chloro-5-hydroxybenzoic acid (4 g, 23.18 mmol) in dry EtOH (90 mL), concentrated sulphuric acid (1 mL, 17.62 mmol) was added. The mixture was stirred under reflux overnight, then solvent evaporated under reduced pressure and the residue dissolved with DCM. A saturated solution of NaHCO3 was added, phases were separated, organics dried over sodium sulphate, filtered and evaporated to obtain 5 g of the corresponding 2-chloro-5-hydroxy-benzoic acid ethyl est... As a reaction SMILES: [F:1][C:2]1[C:3]([I:11])=[C:4]([N+:8]([O-])=O)[CH:5]=[CH:6][CH:7]=1.C(O)C.[ClH:15].C(=O)([O-])[O-].[Na+].[Na+]>[Fe].C(OCC)(=O)C>[ClH:15].[F:1][C:2]1[C:3]([I:11])=[C:4]([CH:5]=[CH:6][CH:7]=1)[NH2:8] |f:3.4.5,8.9|. Starting materials: C([O-])([O-])=O.[Na+].[Na+] (sodium carbonate), FC=1C(=C(C=CC1)[N+](=O)[O-])I (3-fluoro-2-iodonitrobenzene), C(C)O (ethanol), Cl (HCl). Conditions: time 90 minute. The solvent is C(C)(=O)OCC (ethyl acetate). Product: Cl.FC=1C(=C(N)C=CC1)I (3-Fluoro-2-iodoaniline hydrochloride). The reagents and catalysts are [Fe] (iron). Reported procedure: To a 1 L, 3 necked round bottom flask fitted with a mechanical stirrer was added 3-fluoro-2-iodonitrobenzene (3B Medical, 47.7 g, 179 mmol) and 500 mL absolute ethanol. To this stirred solution was added iron powder (325 mesh, Aldrich, 30 g, 537 mmol) followed by dropwise addition of concentrated HCl (30 mL, 360 mmol). The internal temperature rose from 23 to ˜60° C. over the addition. The flask was fitted with a heating mantle and heated with vigorous stirring for 90 minutes. After cooling to r... Isolated yield 18.4%.